Dataset: the Open Reaction Database (ORD), a public repository of structured organic reaction records. Task: describe an organic reaction: reactants, conditions, products, and yield Procedure: To a solution of methyl 6-[tert-butoxycarbonyl-(2-ethoxy-2-oxo-acetyl)amino]norbornane-2-carboxylate, 72f, (0.80 g, 2.17 mmol) in methanol (20 mL) was added NaOH (4.33 mL of 2N solution, 8.66 mmol) at room temperature. The reaction mixture was stirred overnight. The mixture was diluted into 0.5 N HCl in ice, and extracted twice with EtOAc. The combined organic phases were dried (Na2SO4), filtered and concentrated in vacuo to afford 600 mg of desired product that was used without further purifica... Reaction SMILES: [C:1]([O:5][C:6]([N:8](C(=O)C(OCC)=O)[CH:9]1[CH:14]2[CH2:15][CH:11]([CH2:12][CH:13]2[C:16]([O:18]C)=[O:17])[CH2:10]1)=[O:7])([CH3:4])([CH3:3])[CH3:2].[OH-].[Na+].Cl>CO>[C:1]([O:5][C:6]([NH:8][CH:9]1[CH:14]2[CH2:15][CH:11]([CH2:12][CH:13]2[C:16]([OH:18])=[O:17])[CH2:10]1)=[O:7])([CH3:4])([CH3:2])[CH3:3] |f:1.2|. Reaction conditions: time 8 hour. The product is C(C)(C)(C)OC(=O)NC1CC2CC(C1C2)C(=O)O (6-(tert-butoxycarbonylamino)norbornane-2-carboxylic acid). The solvent is CO (methanol). Starting materials: Cl (HCl), C(C)(C)(C)OC(=O)N(C1CC2CC(C1C2)C(=O)OC)C(C(=O)OCC)=O (methyl 6-[tert-butoxycarbonyl-(2-ethoxy-2-oxo-acetyl)amino]norbornane-2-carboxylate), 72f, [OH-].[Na+] (NaOH). Starting materials: C1(=CC=CC=C1)C(=C)C=1C=NC(=NC1)N1CCN(CC1)C(=O)OC(C)(C)C (tert-butyl 4-(5-(1-phenylvinyl)pyrimidin-2-yl)piperazine-1-carboxylate), [I-].C[S+](=O)(C)C (trimethylsulfoxonium iodide). The product is C1(=CC=CC=C1)C1(CC1)C=1C=NC(=NC1)N1CCN(CC1)C(=O)OC(C)(C)C (tert-butyl 4-(5-(1-phenylcyclopropyl)pyrimidin-2-yl)piperazine-1-carboxylate). Run in C1CCOC1 (THF), CS(=O)C (dimethyl sulfoxide), C(C)(=O)OCC (ethyl acetate). Reported procedure: To a solution of tert-butyl 4-(5-(1-phenylvinyl)pyrimidin-2-yl)piperazine-1-carboxylate (366 mg, 1.0 mmol) in THF (20 mL) was added trimethylsulfoxonium iodide (1.1 g 5.0 mmol) in dimethyl sulfoxide (7 mL). The reaction mixture was stirred at 80° C. for 4 days, and diluted with ethyl acetate (200 mL). The organic phase was washed with water (200 mL) and brine (100 mL), dried over sodium sulfate, and concentrated. The residue was purified by silica gel chromatography (petroleum ether:ethyl acetat... RXN SMILES: [C:1]1([C:7]([C:9]2[CH:10]=[N:11][C:12]([N:15]3[CH2:20][CH2:19][N:18]([C:21]([O:23][C:24]([CH3:27])([CH3:26])[CH3:25])=[O:22])[CH2:17][CH2:16]3)=[N:13][CH:14]=2)=[CH2:8])[CH:6]=[CH:5][CH:4]=[CH:3][CH:2]=1.[I-].[CH3:29][S+](C)(C)=O>C1COCC1.CS(C)=O.C(OCC)(=O)C>[C:1]1([C:7]2([C:9]3[CH:14]=[N:13][C:12]([N:15]4[CH2:16][CH2:17][N:18]([C:21]([O:23][C:24]([CH3:27])([CH3:26])[CH3:25])=[O:22])[CH2:19][CH2:20]4)=[N:11][CH:10]=3)[CH2:29][CH2:8]2)[CH:6]=[CH:5][CH:4]=[CH:3][CH:2]=1 |f:1.2|. Reaction conditions: temperature 80 celsius, time 4 day. The yield is 10.5%. The reactants are C(C)(=O)N1C=C2C=3C(=CC=C(C13)Cl)C(C(C2)N=[N+]=[N-])=O (1-acetyl-4-azido-8-chloro-3,4-dihydrobenz[cd]-indol-5(1H)-one), Cl (hydrochloric acid). Run in C(C)OC(C)=O.C(C)O (ethylacetate ethanol). Yields the product Cl.C(C)(=O)N1C=C2C=3C(=CC=C(C13)Cl)C(C(C2)N)=O (1-Acetyl-4-amino-8-chloro-3,4-dihydrobenz[cd]-indol-5(1H)-one-hydrochlorid). As a reaction SMILES: [C:1]([N:4]1[C:12]2[C:11]([Cl:13])=[CH:10][CH:9]=[C:8]3[C:14](=[O:20])[CH:15]([N:17]=[N+]=[N-])[CH2:16][C:6]([C:7]=23)=[CH:5]1)(=[O:3])[CH3:2].Cl>C(OC(=O)C)C.C(O)C>[ClH:13].[C:1]([N:4]1[C:12]2[C:11]([Cl:13])=[CH:10][CH:9]=[C:8]3[C:14](=[O:20])[CH:15]([NH2:17])[CH2:16][C:6]([C:7]=23)=[CH:5]1)(=[O:3])[CH3:2] |f:2.3,4.5|. Procedure details: Into a stirred solution of 1-acetyl-4-azido-8-chloro-3,4-dihydrobenz[cd]-indol-5(1H)-one (3.5 g., 0.012 mole) in ethylacetate-ethanol (1:1) (200 ml.), containing 4 gm. of 6 N hydrochloric acid and 0.5 g. of 10% palladium on carbon catalyst, is bubbled a stream of hydrogen gas. After 2.5 hours the product which has separated is recovered by filtration. The yield of crude product which contains some of the catalyst is 2.6 g. (72%). The reactants are N[C@@H](C)C1=NN2C(C(N1C1=CC=CC=C1)=O)=C(C=C2)CC2=CC(=CC=C2)OC ((S)-2-(1-Aminoethyl)-5-(3-methoxybenzyl)-3-phenylpyrrolo[2,1-f][1,2,4]triazin-4(3H)-one), NC1=NC=NC(=C1C#N)Cl (4-amino-6-chloropyrimidine-5-carbonitrile), C(C)(C)N(C(C)C)CC (N,N-diisopropylethylamine). Run in C(C)(C)(C)O (tert-butanol). Yields the product NC1=NC=NC(=C1C#N)N[C@@H](C)C1=NN2C(C(N1C1=CC=CC=C1)=O)=C(C=C2)CC2=CC(=CC=C2)OC ((S)-4-Amino-6-((1-(5-(3-methoxybenzyl)-4-oxo-3-phenyl-3,4-dihydropyrrolo[2,1-f][1,2,4]triazin-2-yl)ethyl)amino)pyrimidine-5-carbonitrile). The yield is 57.4%. Reaction SMILES: [NH2:1][C@H:2]([C:4]1[N:9]([C:10]2[CH:15]=[CH:14][CH:13]=[CH:12][CH:11]=2)[C:8](=[O:16])[C:7]2=[C:17]([CH2:20][C:21]3[CH:26]=[CH:25][CH:24]=[C:23]([O:27][CH3:28])[CH:22]=3)[CH:18]=[CH:19][N:6]2[N:5]=1)[CH3:3].[NH2:29][C:30]1[C:35]([C:36]#[N:37])=[C:34](Cl)[N:33]=[CH:32][N:31]=1.C(N(CC)C(C)C)(C)C>C(O)(C)(C)C>[NH2:29][C:30]1[C:35]([C:36]#[N:37])=[C:34]([NH:1][C@H:2]([C:4]2[N:9]([C:10]3[CH:11]=[CH:12][CH:13]=[CH:14][CH:15]=3)[C:8](=[O:16])[C:7]3=[C:17]([CH2:20][C:21]4[CH:26]=[CH:25][CH:24]=[C:23]([O:27][CH3:28])[CH:22]=4)[CH:18]=[CH:19][N:6]3[N:5]=2)[CH3:3])[N:33]=[CH:32][N:31]=1. Procedure details: (S)-2-(1-Aminoethyl)-5-(3-methoxybenzyl)-3-phenylpyrrolo[2,1-f][1,2,4]triazin-4(3H)-one (120 mg, 0.29 mmol) was treated with 4-amino-6-chloropyrimidine-5-carbonitrile (49 mg, 0.32 mmol), and N,N-diisopropylethylamine (152 μl, 0.87 mmol) in tert-butanol according to the method described in Example 17. The crude was purified by reverse phase using SP1® Purification System to give 82 mg (57% yield) of the title compound as solid. Purity 99%.